From a dataset of the Open Reaction Database (ORD), a public repository of structured organic reaction records. describe an organic reaction: reactants, conditions, products, and yield Starting materials: C1COCCO1, C=CCn1c(=O)ccc2ncc(F)cc21, [O-][I+3]([O-])([O-])[O-], [Na+], O. Product: O=CCn1c(=O)ccc2ncc(F)cc21. As a reaction SMILES: [CH2:23]1[O:24][CH2:25][CH2:26][O:27][CH2:28]1.[F:1][c:2]1[cH:3][n:4][c:5]2[cH:6][cH:7][c:8](=[O:15])[n:9]([CH2:12][CH:13]=[CH2:14])[c:10]2[cH:11]1.[I+3:17]([O-:18])([O-:19])([O-:20])[O-:21].[Na+:22].[OH2:16]>>[F:1][c:2]1[cH:3][n:4][c:5]2[cH:6][cH:7][c:8](=[O:15])[n:9]([CH2:12][CH:13]=[O:18])[c:10]2[cH:11]1. Starting materials: [Cl-], [Cl-], Cl, CC(C)(O)c1ccc(C(F)(F)F)cc1, [Zn+2]. Product: CC(C)(Cl)c1ccc(C(F)(F)F)cc1. RXN SMILES: [Cl-:16].[Cl-:18].[ClH:15].[F:1][C:2]([c:3]1[cH:4][cH:5][c:6]([C:7]([CH3:8])([CH3:9])[OH:10])[cH:11][cH:12]1)([F:13])[F:14].[Zn+2:17]>>[F:1][C:2]([c:3]1[cH:4][cH:5][c:6]([C:7]([CH3:8])([CH3:9])[Cl:15])[cH:11][cH:12]1)([F:13])[F:14]. Reactants: CC(=O)Cl, ClCCl, NCc1ccc(F)cc1, [Na+], O=C([O-])O. Yields the product CC(=O)NCc1ccc(F)cc1. As a reaction SMILES: [CH3:15][C:16]([Cl:17])=[O:18].[Cl:19][CH2:20][Cl:21].[F:1][c:2]1[cH:3][cH:4][c:5]([CH2:6][NH2:7])[cH:8][cH:9]1.[Na+:14].[O-:10][C:11]([OH:12])=[O:13]>>[F:1][c:2]1[cH:3][cH:4][c:5]([CH2:6][NH:7][C:16]([CH3:15])=[O:18])[cH:8][cH:9]1. The reactants are ClP(Cl)Cl, [Na+], O=C([O-])O, COc1ccc2c(c1)C(O)CCO2, c1ccccc1. The product is COc1ccc2c(c1)C(Cl)CCO2. Reaction SMILES: [Cl:14][P:15]([Cl:16])[Cl:17].[Na+:22].[O-:18][C:19]([OH:20])=[O:21].[OH:1][CH:2]1[CH2:3][CH2:4][O:5][c:6]2[c:7]1[cH:8][c:9]([O:12][CH3:13])[cH:10][cH:11]2.[cH:23]1[cH:24][cH:25][cH:26][cH:27][cH:28]1>>[CH:2]1([Cl:14])[CH2:3][CH2:4][O:5][c:6]2[c:7]1[cH:8][c:9]([O:12][CH3:13])[cH:10][cH:11]2. Reactants: [C+4], O=C(CCNC(=O)OCc1ccccc1)NCC1CCCN(CC2CCCCC2)C1, CO, CO, Cl, [H][H], [OH-], [OH-], [OH-], [OH-], [OH-], [OH-], [Pd+2]. Yields the product NCCC(=O)NCC1CCCN(CC2CCCCC2)C1. Reaction SMILES: [C+4:38].[CH2:1]([O:2][C:3](=[O:4])[NH:11][CH2:12][CH2:13][C:14](=[O:15])[NH:16][CH2:17][CH:18]1[CH2:19][N:20]([CH2:24][CH:25]2[CH2:26][CH2:27][CH2:28][CH2:29][CH2:30]2)[CH2:21][CH2:22][CH2:23]1)[c:5]1[cH:6][cH:7][cH:8][cH:9][cH:10]1.[CH3:33][OH:34].[CH3:35][OH:36].[ClH:37].[H:31][H:32].[OH-:39].[OH-:41].[OH-:42].[OH-:43].[OH-:44].[OH-:45].[Pd+2:40]>>[NH2:11][CH2:12][CH2:13][C:14](=[O:15])[NH:16][CH2:17][CH:18]1[CH2:19][N:20]([CH2:24][CH:25]2[CH2:26][CH2:27][CH2:28][CH2:29][CH2:30]2)[CH2:21][CH2:22][CH2:23]1.